This data is from the Open Reaction Database (ORD), a public repository of structured organic reaction records. The task is: describe an organic reaction: reactants, conditions, products, and yield Starting materials: OC=1C=C2C=CC(=CC2=CC1)C(=O)OC (Methyl 6-hydroxy-2-naphthoate), C(C1=CC=CC=C1)Cl (benzyl chloride), C([O-])([O-])=O.[K+].[K+] (potassium carbonate), CC(CC)=O (2-butanone), C(C1=CC=CC=C1)Cl (benzyl chloride). The solvent is O (water). Run at time 3 hour. Product: C(C1=CC=CC=C1)OC=1C=C2C=CC(=CC2=CC1)C(=O)OC (Methyl 6-benzyloxy-2-naphthoate). RXN SMILES: [OH:1][C:2]1[CH:3]=[C:4]2[C:9](=[CH:10][CH:11]=1)[CH:8]=[C:7]([C:12]([O:14][CH3:15])=[O:13])[CH:6]=[CH:5]2.[CH2:16](Cl)[C:17]1[CH:22]=[CH:21][CH:20]=[CH:19][CH:18]=1.C(=O)([O-])[O-].[K+].[K+].CC(=O)CC>O>[CH2:16]([O:1][C:2]1[CH:3]=[C:4]2[C:9](=[CH:10][CH:11]=1)[CH:8]=[C:7]([C:12]([O:14][CH3:15])=[O:13])[CH:6]=[CH:5]2)[C:17]1[CH:22]=[CH:21][CH:20]=[CH:19][CH:18]=1 |f:2.3.4|. Procedure: Methyl 6-hydroxy-2-naphthoate (50 g), benzyl chloride (31.3 g), anhydrous potassium carbonate (100 g) and 2-butanone (350 ml) were stirred and refluxed together for 17 hours. Tlc showed the presence of some unreacted starting material and so a further 5 g benzyl chloride was added and refluxing continued for 3 hours. The product was isolated by pouring into water (1 liter), extracting the aqueous layer with 3×600 ml and 2×350 ml 2-butanone, followed by evaporation to dryness. The residue (65.7 g... The reactants are CS(=O)(=O)c1nccc(-n2cnc3ccccc32)n1, NCc1cccc(C(F)(F)F)c1. Yields the product FC(F)(F)c1cccc(CNc2nccc(-n3cnc4ccccc43)n2)c1. Reaction SMILES: [CH3:1][S:2](=[O:3])(=[O:4])[c:5]1[n:6][cH:7][cH:8][c:9](-[n:11]2[cH:12][n:13][c:14]3[c:15]2[cH:16][cH:17][cH:18][cH:19]3)[n:10]1.[F:20][C:21]([c:22]1[cH:23][c:24]([CH2:25][NH2:26])[cH:27][cH:28][cH:29]1)([F:30])[F:31]>>[c:5]1([NH:26][CH2:25][c:24]2[cH:23][c:22]([C:21]([F:20])([F:30])[F:31])[cH:29][cH:28][cH:27]2)[n:6][cH:7][cH:8][c:9](-[n:11]2[cH:12][n:13][c:14]3[c:15]2[cH:16][cH:17][cH:18][cH:19]3)[n:10]1.